This data is from the Open Reaction Database (ORD), a public repository of structured organic reaction records. The task is: describe an organic reaction: reactants, conditions, products, and yield The reactants are CC1=C(C=C(C(=O)OC)C=C1[N+](=O)[O-])[N+](=O)[O-] (methyl 4-methyl-3,5-dinitrobenzoate), COC(N(C)C)OC (dimethylformamide dimethyl acetal). The solvent is C1(=CC=CC=C1)C (toluene). Run at temperature 110 celsius. Yields the product CN(/C=C/C1=C(C=C(C(=O)OC)C=C1[N+](=O)[O-])[N+](=O)[O-])C (Methyl 4-[(E)-2-(dimethylamino)ethenyl]-3,5-dinitrobenzoate). Yield: 99.5%. Reaction SMILES: [CH3:1][C:2]1[C:11]([N+:12]([O-:14])=[O:13])=[CH:10][C:5]([C:6]([O:8][CH3:9])=[O:7])=[CH:4][C:3]=1[N+:15]([O-:17])=[O:16].CO[CH:20](OC)[N:21]([CH3:23])[CH3:22]>C1(C)C=CC=CC=1>[CH3:20][N:21]([CH3:23])/[CH:22]=[CH:1]/[C:2]1[C:11]([N+:12]([O-:14])=[O:13])=[CH:10][C:5]([C:6]([O:8][CH3:9])=[O:7])=[CH:4][C:3]=1[N+:15]([O-:17])=[O:16]. Procedure details: To a mixture of methyl 4-methyl-3,5-dinitrobenzoate (5.6 g) in toluene (20 mL) was added dimethylformamide dimethyl acetal (4.17 g) and 5-sulfo salycylic acid hydrate (0.1 g). The mixture was heated to 110° C. for 19 h, removed from heat and cooled to room temperature. The solvents were removed under reduced pressure at which time hexanes was added to the residue and the residue was filtered to give 6.85 g of the title compound: 1H NMR (CDCl3) δ 2.97, 3.96, 5.54, 6.74, 8.33. The reactants are [Sn](Cl)Cl (tin(II)chloride), C(C)[Si](C1(C=2SC3=C(C2C(C=2SC4=C(C21)C=CC=C4)(O)[Si](CC)(CC)CC)C(=CC=C3)C#C)O)(CC)CC (6,12-bis-triethylsilanylethynyl-6,12-dihydro-dibenzo[d,d′]benzo[1,2-b;4,5-b′]dithiophene-6,12-diol). The solvent is C(C)(=O)O (acetic acid), CC(=O)C (acetone). Run at temperature 2.5 celsius. The product is C(C)[Si](C1=C2SC3=C(C2=C(C=2SC4=C(C21)C=CC=C4)[Si](CC)(CC)CC)C(=CC=C3)C#C)(CC)CC (6,12-Bis-triethylsilanylethynyl-dibenzo[d,d′]benzo[1,2-b;4,5-b′]dithiophene). As a reaction SMILES: [Sn](Cl)Cl.[CH2:4]([Si:6]([CH2:40][CH3:41])([CH2:38][CH3:39])[C:7]1(O)[C:18]2[C:17]3[CH:19]=[CH:20][CH:21]=[CH:22][C:16]=3[S:15][C:14]=2[C:13]([Si:24]([CH2:29][CH3:30])([CH2:27][CH3:28])[CH2:25][CH3:26])(O)[C:12]2[C:11]3[C:31]([C:35]#[CH:36])=[CH:32][CH:33]=[CH:34][C:10]=3[S:9][C:8]1=2)[CH3:5]>C(O)(=O)C.CC(C)=O>[CH2:40]([Si:6]([CH2:4][CH3:5])([CH2:38][CH3:39])[C:7]1[C:18]2[C:17]3[CH:19]=[CH:20][CH:21]=[CH:22][C:16]=3[S:15][C:14]=2[C:13]([Si:24]([CH2:27][CH3:28])([CH2:25][CH3:26])[CH2:29][CH3:30])=[C:12]2[C:8]=1[S:9][C:10]1[CH:34]=[CH:33][CH:32]=[C:31]([C:35]#[CH:36])[C:11]=12)[CH3:41]. Procedure details: A solution of tin(II)chloride dehydrate (2.08 g, 9.2 mmol) in 50% acetic acid (35 ml) is added within ten minutes to a solution of 6,12-bis-triethylsilanylethynyl-6,12-dihydro-dibenzo[d,d′]benzo[1,2-b;4,5-b′]dithiophene-6,12-diol (educt 4) (2.40 g, 6 mmol) in acetone (30 ml). There is a slight temperature increase (2-3° C.), and formation of a yellow suspension takes place. This suspension is stirred over night at ambient temperature, and then the solid is filtered off. The solid is then washed ... The reactants are ClC1=NC=2C=CC=C3CCCN1C23 (2-chloro-5,6-dihydro-4H-imidazo[4,5,1-ij]quinoline). Run in N1CCCCC1 (piperidine). Product: Cl.N1(CCCCC1)C1=NC=2C=CC=C3CCCN1C23 (5,6-Dihydro-2-(1-piperidinyl)-4H-imidazo[4,5.1-ij]quinoline hydrochloride). The yield is 170.4%. As a reaction SMILES: [Cl:1][C:2]1[N:12]2[C:13]3[C:8]([CH2:9][CH2:10][CH2:11]2)=[CH:7][CH:6]=[CH:5][C:4]=3[N:3]=1>N1CCCCC1>[ClH:1].[N:12]1([C:2]2[N:12]3[C:13]4[C:8]([CH2:9][CH2:10][CH2:11]3)=[CH:7][CH:6]=[CH:5][C:4]=4[N:3]=2)[CH2:13][CH2:8][CH2:9][CH2:10][CH2:11]1 |f:2.3|. Reported procedure: A solution of 2-chloro-5,6-dihydro-4H-imidazo[4,5,1-ij]quinoline (3.5 g) in piperidine (20 ml) was stirred under reflux, under nitrogen, for four hrs. The reaction mixture was quenched with dilute sodium bicarbonate solution (200 ml) and the aqueous suspension was extracted with chloroform. The combined organic extracts were dried over anhydrous magnesium sulfate and concentrated. The residue was purified by high performance liquid chromatography (silica gel; 3:1 dichloromethane-ethyl acetate). ... Reactants: BrCC(=CCC1=C(C(=C2COC(C2=C1OCC[Si](C)(C)C)=O)C)OC)C (6-(4-bromo-3-methyl-but-2-enyl)-5-methoxy-4-methyl-7-(2-trimethylsilanyl-ethoxy)-3H-isobenzofuran-1-one), C1CCOC1 (THF), CC(C)(C(=O)[O-])P(=O)(O)OC (trimethylphosphonoacetate), C1CCOC1 (THF), [Cl-].[NH4+] (ammonium chloride), CCOC(=O)C (EtOAc). Run at time 30 minute. The product is COC(C(CC(=CCC=1C(=C2C(OCC2=C(C1OC)C)=O)OCC[Si](C)(C)C)C)P(=O)(OC)OC)=O (2-(Dimethoxy-phosphoryl)-6-[6-methoxy-7-methyl-3-oxo-4-(2-trimethylsilanyl-ethoxy)-1,3-dihydro-isobenzofuran-5-yl]-4-methyl-hex-4-enoic acid methyl ester). Reaction SMILES: CC([P:7]([O:10][CH3:11])([OH:9])=[O:8])(C([O-])=O)C.Br[CH2:13][C:14]([CH3:37])=[CH:15][CH2:16][C:17]1[C:25]([O:26][CH2:27][CH2:28][Si:29]([CH3:32])([CH3:31])[CH3:30])=[C:24]2[C:20]([CH2:21][O:22][C:23]2=[O:33])=[C:19]([CH3:34])[C:18]=1[O:35][CH3:36].[Cl-].[NH4+].C[CH2:41][O:42][C:43]([CH3:45])=[O:44].[CH2:46]1COCC1>>[CH3:41][O:42][C:43](=[O:44])[CH:45]([P:7]([O:9][CH3:46])([O:10][CH3:11])=[O:8])[CH2:13][C:14]([CH3:37])=[CH:15][CH2:16][C:17]1[C:25]([O:26][CH2:27][CH2:28][Si:29]([CH3:32])([CH3:31])[CH3:30])=[C:24]2[C:20](=[C:19]([CH3:34])[C:18]=1[O:35][CH3:36])[CH2:21][O:22][C:23]2=[O:33] |f:2.3|. Procedure details: To a solution of trimethylphosphonoacetate (63 μL, 0.39 mmol) in THF (1 mL) was added NaN (TMS)2 (0.39 mmol, 0.39 mL) at ambient temperature. After 30 minutes, a solution of 6-(4-bromo-3-methyl-but-2-enyl)-5-methoxy-4-methyl-7-(2-trimethylsilanyl-ethoxy)-3H-isobenzofuran-1-one (69 mg, 0.156 mmol) in THF (1 mL) was added. The reaction mixture was stirred for 2 hours when a precipitate was observed. The reaction mixture was worked up by addition of a saturated aqueous solution of ammonium chloride... Starting materials: COC(C1=C(C(=CC=C1)O)NS(=O)(=O)C1=CC=C(C=C1)OC)=O (3-Hydroxy-2-(4-methoxy-benzenesulfonylamino)-benzoic acid methyl ester), N1C=NC=C1 (imidazole), [Si](C)(C)(C(C)(C)C)Cl (t-butyldimethylsilyl chloride), 3h. Run in CN(C)C=O (DMF), CCOCC (ether). Yields the product COC(C1=C(C(=CC=C1)O[Si](C)(C)C(C)(C)C)NS(=O)(=O)C1=CC=C(C=C1)OC)=O (3-(tert-Butyl-dimethyl-silanyloxy)-2-(4-methoxy-benzenesulfonylamino)-benzoic acid methyl ester). Yield: 96.2%. Reaction SMILES: [CH3:1][O:2][C:3](=[O:23])[C:4]1[CH:9]=[CH:8][CH:7]=[C:6]([OH:10])[C:5]=1[NH:11][S:12]([C:15]1[CH:20]=[CH:19][C:18]([O:21][CH3:22])=[CH:17][CH:16]=1)(=[O:14])=[O:13].N1C=CN=C1.[Si:29](Cl)([C:32]([CH3:35])([CH3:34])[CH3:33])([CH3:31])[CH3:30]>CN(C=O)C.CCOCC>[CH3:1][O:2][C:3](=[O:23])[C:4]1[CH:9]=[CH:8][CH:7]=[C:6]([O:10][Si:29]([C:32]([CH3:35])([CH3:34])[CH3:33])([CH3:31])[CH3:30])[C:5]=1[NH:11][S:12]([C:15]1[CH:16]=[CH:17][C:18]([O:21][CH3:22])=[CH:19][CH:20]=1)(=[O:13])=[O:14]. Procedure details: To a solution of 0.139 g (0.412 mmol) of the product of Example 31 in 2.0 mL of DMF was added 0.70 g (1.03 mmol) of imidazole and 0.075 g (0.495 mmol) of t-butyldimethylsilyl chloride. The reaction mixture was then srtied at room temperature for 3h and then diluted with 75 mL of ether. The resulting mixture was washed with water and brine, dried over MgSO4, filtered and concentrated in vacuo to provide 0.179 g (96%) of the desired product as a white solid. Electrospray Mass Spec: 452.2 (M+H)+ Starting materials: P12(=S)SP3(=S)SP(=S)(S1)SP(=S)(S2)S3 (phosphorus pentasulfide), ClC1=CC=C(C=N1)CN(C(C(C)C)=O)C (N-(6-chloro-3-pyridylmethyl)-N-methyl-2-methylpropanamide), ClCCl.C(C)OCC (dichloromethane diethyl ether). The solvent is C1=CC=CC=C1 (benzene). Product: ClC1=CC=C(C=N1)CN(C(C(C)C)=S)C (N-(6-chloro-3-pyridylmethyl)-N-methyl-2-methylpropanethioamide). Reaction SMILES: [Cl:1][C:2]1[N:7]=[CH:6][C:5]([CH2:8][N:9]([CH3:15])[C:10](=O)[CH:11]([CH3:13])[CH3:12])=[CH:4][CH:3]=1.P12(SP3(SP(SP(S3)(S1)=S)(=S)S2)=S)=[S:17].ClCCl.C(OCC)C>C1C=CC=CC=1>[Cl:1][C:2]1[N:7]=[CH:6][C:5]([CH2:8][N:9]([CH3:15])[C:10](=[S:17])[CH:11]([CH3:13])[CH3:12])=[CH:4][CH:3]=1 |f:2.3|. Reported procedure: In a 250 ml two-necked flask, N-(6-chloro-3-pyridylmethyl)-N-methyl-2-methylpropanamide (6.80 g, 30.0 mmol) is dissolved in 120 ml of benzene, 1.47 g (3.3 mmol) of phosphorus pentasulfide are added and the mixture is heated at reflux for 1.5 hours. After this period of time, the mixture is cooled to room temperature and filtered, and the filtrate is concentrated under reduced pressure using a rotary evaporator. To increase the yield on the same day, the product should be subjected to silica gel ... Reactants: Cl.ClC=1C=C(C=CC1CN1C=NC=C1)/C=C/C(=O)O ((E)-3-[3-chloro-4-(imidazol-1-ylmethyl)phenyl]prop-2-enoic acid hydrochloride), [H][H] (hydrogen). The reagents and catalysts are [Pd] (palladium). Run in C(C)O (ethanol). Product: Cl.ClC=1C=C(C=CC1CN1C=NC=C1)CCC(=O)O (3-[3-Chloro-4-(imidazol-1-ylmethyl)phenyl]propanoic acid hydrochloride). Reaction SMILES: Cl.[Cl:2][C:3]1[CH:4]=[C:5](/[CH:15]=[CH:16]/[C:17]([OH:19])=[O:18])[CH:6]=[CH:7][C:8]=1[CH2:9][N:10]1[CH:14]=[CH:13][N:12]=[CH:11]1.[H][H]>C(O)C.[Pd]>[ClH:2].[Cl:2][C:3]1[CH:4]=[C:5]([CH2:15][CH2:16][C:17]([OH:19])=[O:18])[CH:6]=[CH:7][C:8]=1[CH2:9][N:10]1[CH:14]=[CH:13][N:12]=[CH:11]1 |f:0.1,5.6|. Procedure details: A mixture of (E)-3-[3-chloro-4-(imidazol-1-ylmethyl)phenyl]prop-2-enoic acid hydrochloride (0.07 g) and 5% palladium on barium sulphate (0.01 g) in ethanol was stirred under an atmosphere of hydrogen until the theoretical amount of hydrogen had been consumed. The catalyst was then filtered off (Hyflo) and the reaction mixture was concentrated to affored a colourless oil. N.M.R. spectroscopy of the product showed that it was consistent with the proposed structure. Starting materials: CC1(CCCCC1)C(=O)Cl (1-methyl-1-cyclohexanecarbonyl chloride), N1C=CC2=C(C=CC=C12)N1CCN(CC1)C[C@@H](CC1=NC=CC=C1)NC ((2R)-1-[4-(1H-indol-4-yl)piperazin-1-yl]-N-methyl-3-pyridin-2-yl propan-2-amine), C([O-])([O-])=O.[K+].[K+] (potassium carbonate). Solvent: ClCCl (dichloromethane), ClCCl (dichloromethane), ClCCl (dichloromethane), O (water). Yields the product N1C=CC2=C(C=CC=C12)N1CCN(CC1)C[C@@H](CC1=NC=CC=C1)N(C(=O)C1(CCCCC1)C)C (1-Methyl-cyclohexanecarboxylic acid {(1R)-2-[4-(1H-indol-4-yl)piperazin-1-yl]-1-pyridin-2-ylmethyl-ethyl}-methyl-amide). As a reaction SMILES: [NH:1]1[C:9]2[C:4](=[C:5]([N:10]3[CH2:15][CH2:14][N:13]([CH2:16][C@H:17]([NH:25][CH3:26])[CH2:18][C:19]4[CH:24]=[CH:23][CH:22]=[CH:21][N:20]=4)[CH2:12][CH2:11]3)[CH:6]=[CH:7][CH:8]=2)[CH:3]=[CH:2]1.C(=O)([O-])[O-].[K+].[K+].[CH3:33][C:34]1([C:40](Cl)=[O:41])[CH2:39][CH2:38][CH2:37][CH2:36][CH2:35]1>ClCCl.O>[NH:1]1[C:9]2[C:4](=[C:5]([N:10]3[CH2:15][CH2:14][N:13]([CH2:16][C@H:17]([N:25]([CH3:26])[C:40]([C:34]4([CH3:33])[CH2:39][CH2:38][CH2:37][CH2:36][CH2:35]4)=[O:41])[CH2:18][C:19]4[CH:24]=[CH:23][CH:22]=[CH:21][N:20]=4)[CH2:12][CH2:11]3)[CH:6]=[CH:7][CH:8]=2)[CH:3]=[CH:2]1 |f:1.2.3|. Reported procedure: To a solution of (2R)-1-[4-(1H-indol-4-yl)piperazin-1-yl]-N-methyl-3-pyridin-2-ylpropan-2-amine (349 mg.; 1 mmol, from Example 20) in dichloromethane (10 mL) at 0° C. is added a solution of potassium carbonate (690 mg.; 5 mmol) in water (1.6 mL), followed by a solution of 1-methyl-1-cyclohexanecarbonyl chloride (160 mg.; 1 mmol) in dichloromethane (1.6 mL). The reaction mixture is stirred while allowing to warm to ambient temperature over 1 hour, diluted with dichloromethane (20 mL), and the lay... The reactants are Cl.C(C)(C)(C)OC(NC1(CC1)C(N)=N)=O ((1-Carbamimidoyl-cyclopropyl)-carbamic acid tert-butyl ester hydrochloride), CCO (EtOH), 2009/070485 A1, CN(C=C(C=O)Br)C (3-dimethylamino-2-bromo-propenal). Solvent: CO (methanol). Reaction conditions: temperature 80 celsius. Product: C(C)(C)(C)OC(NC1(CC1)C1=NC=C(C=N1)Br)=O ([1-(5-bromo-pyrimidin-2-yl)-cyclopropyl]-carbamic acid tert-butyl ester). RXN SMILES: Cl.[C:2]([O:6][C:7](=[O:15])[NH:8][C:9]1([C:12](=[NH:14])[NH2:13])[CH2:11][CH2:10]1)([CH3:5])([CH3:4])[CH3:3].CN(C)[CH:18]=[C:19]([Br:22])[CH:20]=O.CCO>CO>[C:2]([O:6][C:7](=[O:15])[NH:8][C:9]1([C:12]2[N:13]=[CH:20][C:19]([Br:22])=[CH:18][N:14]=2)[CH2:11][CH2:10]1)([CH3:5])([CH3:3])[CH3:4] |f:0.1|. Procedure: (1-Carbamimidoyl-cyclopropyl)-carbamic acid tert-butyl ester hydrochloride (1.0 g, 4.2 mmol) (prepared according to the procedure described in patent application WO 2009/070485 A1) and 3-dimethylamino-2-bromo-propenal (1.1 g, 6.4 mmol) are added to EtOH (2 mL) in a pressure tube. The reaction vessel is capped and the mixture is heated at 80° C. for 24 hours. The mixture is cool to room temperature and methanol (20 mL) is added. The resulting solids are filtered and the filtrate is concentrated i... Reactants: ON=C(C(=O)OCC)C=1N=C(SC1)N (ethyl 2-hydroxyimino-2-(2-amino-1,3-thiazol-4-yl)acetate), C(C)O (ethanol), S([O-])(O)=O.[Na+] (sodium bisulfite). The solvent is O (water). Run at time 12 hour. The product is NC=1SC=C(N1)C(C(=O)OCC)=O (ethyl 2-(2-amino-1,3-thiazol-4-yl)glyoxylate). RXN SMILES: ON=[C:3]([C:9]1[N:10]=[C:11]([NH2:14])[S:12][CH:13]=1)[C:4]([O:6][CH2:7][CH3:8])=[O:5].C([OH:17])C.S(=O)(O)[O-].[Na+]>O>[NH2:14][C:11]1[S:12][CH:13]=[C:9]([C:3](=[O:17])[C:4]([O:6][CH2:7][CH3:8])=[O:5])[N:10]=1 |f:2.3|. Procedure: A mixture of ethyl 2-hydroxyimino-2-(2-amino-1,3-thiazol-4-yl)acetate (a mixture of syn and anti isomers) (0.37 g), ethanol (5 ml), water (5 ml) and sodium bisulfite (0.72 g) was stirred for 12 hours at 65° to 70° C. The reaction mixture was concentrated and water (10 ml) was added to the residue. The resulting mixture was subjected to salting-out and extracted with ethyl acetate. The extract was dried over magnesium sulfate and concentrated to give yellow crystals of ethyl 2-(2-amino-1,3-thiazo...